This data is from the Open Reaction Database (ORD), a public repository of structured organic reaction records. The task is: describe an organic reaction: reactants, conditions, products, and yield The reactants are solution, C(CCC)[Li] (n-butyllithium), BrC1=CC(=CC(=C1)Br)Br (1,3,5-tribromobenzene), CCOCC (ether), C(#N)C=1C=NC=CC1 (3-cyanopyridine), CCOCC (ether), Cl (Hydrochloric acid). Run in CCCCCC (hexane). Conditions: temperature -78 celsius, time 30 minute. The product is BrC=1C=C(C(=O)C=2C=NC=CC2)C=C(C1)Br (3-(3,5-Dibromobenzoyl)pyridine). As a reaction SMILES: C([Li])CCC.Br[C:7]1[CH:12]=[C:11]([Br:13])[CH:10]=[C:9]([Br:14])[CH:8]=1.[C:15]([C:17]1[CH:18]=[N:19][CH:20]=[CH:21][CH:22]=1)#N.Cl.CC[O:26]CC>CCCCCC>[Br:14][C:9]1[CH:8]=[C:7]([CH:12]=[C:11]([Br:13])[CH:10]=1)[C:15]([C:17]1[CH:18]=[N:19][CH:20]=[CH:21][CH:22]=1)=[O:26]. Procedure details: A 2.5M solution of n-butyllithium in hexane (40.0 ml) was added dropwise to a stirred mixture of 1,3,5-tribromobenzene (31.5 g) and dry ether (1000 ml) at -78° C. under an atmosphere of dry nitrogen. The resulting solution was stirred at -78° C. for 30 minutes and then a solution of 3-cyanopyridine (10.4 g) in dry ether (100 ml) was added dropwise. The mixture was stirred at -78° C. for 1 hour and then the temperature was allowed to reach 0° C. 2N Hydrochloric acid (200 ml) was added, with stirr... Reactants: CC(=O)SCC(C)C(=O)O, CC(C)(C)OC(=O)CNC1CC1, ClCCl, C(=NC1CCCCC1)=NC1CCCCC1. Yields the product CC(=O)SCC(C)C(=O)N(CC(=O)OC(C)(C)C)C1CC1. Reaction SMILES: [C:13]([CH3:14])(=[O:15])[S:16][CH2:17][CH:18]([C:19](=[O:20])[OH:21])[CH3:22].[C:1]([CH3:2])([CH3:3])([CH3:4])[O:5][C:6]([CH2:7][NH:8][CH:9]1[CH2:10][CH2:11]1)=[O:12].[CH2:38]([Cl:39])[Cl:40].[CH:23]1([N:24]=[C:25]=[N:26][CH:27]2[CH2:28][CH2:29][CH2:30][CH2:31][CH2:32]2)[CH2:33][CH2:34][CH2:35][CH2:36][CH2:37]1>>[C:1]([CH3:2])([CH3:3])([CH3:4])[O:5][C:6]([CH2:7][N:8]([CH:9]1[CH2:10][CH2:11]1)[C:19]([CH:18]([CH2:17][S:16][C:13]([CH3:14])=[O:15])[CH3:22])=[O:20])=[O:12]. Reactants: O=C([O-])[O-], CNc1cccc(OC)n1, CC(C)=O, S=C(Cl)Oc1ccc2ccccc2c1, [K+], [K+], O. Product: COc1cccc(N(C)C(=S)Oc2ccc3ccccc3c2)n1. As a reaction SMILES: [C:11](=[O:12])([O-:13])[O-:14].[CH3:1][O:2][c:3]1[n:4][c:5]([NH:9][CH3:10])[cH:6][cH:7][cH:8]1.[CH3:32][C:33](=[O:34])[CH3:35].[Cl:17][C:18](=[S:19])[O:20][c:21]1[cH:22][c:23]2[cH:24][cH:25][cH:26][cH:27][c:28]2[cH:29][cH:30]1.[K+:15].[K+:16].[OH2:31]>>[CH3:1][O:2][c:3]1[n:4][c:5]([N:9]([CH3:10])[C:18](=[S:19])[O:20][c:21]2[cH:22][c:23]3[cH:24][cH:25][cH:26][cH:27][c:28]3[cH:29][cH:30]2)[cH:6][cH:7][cH:8]1. The reactants are C1(CC(CCCC1)=O)=O (cycloheptan-1,3-dione), O.C1(=CC=C(C=C1)S(=O)(=O)O)C (p-toluenesulfonic acid monohydrate), C(C)O (ethanol). Run in C1(=CC=CC=C1)C (toluene). The product is C(C)OC1=CC(CCCC1)=O (3-Ethoxycyclohept-2-en-1-one). The yield is 93.0%. RXN SMILES: [C:1]1(=[O:9])[CH2:7][CH2:6][CH2:5][CH2:4][C:3](=[O:8])[CH2:2]1.O.[C:11]1(C)C=CC(S(O)(=O)=O)=C[CH:12]=1.C(O)C>C1(C)C=CC=CC=1>[CH2:11]([O:8][C:3]1[CH2:4][CH2:5][CH2:6][CH2:7][C:1](=[O:9])[CH:2]=1)[CH3:12] |f:1.2|. Procedure details: A solution of 22.3 g. (0.177 mole) of cycloheptan-1,3-dione and 600 mg. (3.16 mmoles) of p-toluenesulfonic acid monohydrate in 86 ml. of ethanol and 250 ml. of toluene was heated at reflux for 18 hours. A soxhlet extractor filled with molecular sieves (3 Å) was used to remove water from the reaction. The reaction was cooled, added to 800 ml. saturated sodium chloride and extracted with four 800 ml. portions of ether. The combined organic extract was dried over magnesium sulfate and evaporated to... The reactants are O=Cc1c(Cl)ccc(Br)c1F, NOS(=O)(=O)O, O. The product is N#Cc1c(Cl)ccc(Br)c1F. As a reaction SMILES: [Br:1][c:2]1[c:3]([F:11])[c:4]([CH:5]=[O:6])[c:7]([Cl:10])[cH:8][cH:9]1.[NH2:12][O:13][S:14]([OH:15])(=[O:16])=[O:17].[OH2:18]>>[Br:1][c:2]1[c:3]([F:11])[c:4]([C:5]#[N:12])[c:7]([Cl:10])[cH:8][cH:9]1. Starting materials: CCOC(=O)N1C(=O)c2ccccc2C1=O, CCOc1ccc(CC(N)C(=O)O)cc1, Cl, [Na+], [Na+], O=C([O-])[O-], O. The product is CCOc1ccc(CC(C(=O)O)N2C(=O)c3ccccc3C2=O)cc1. Reaction SMILES: [C:16]([N:17]1[C:22](=[O:31])[c:23]2[c:24]([cH:27][cH:28][cH:29][cH:30]2)[C:25]1=[O:26])([O:18][CH2:19][CH3:20])=[O:21].[CH2:1]([CH3:2])[O:3][c:4]1[cH:5][cH:6][c:7]([CH2:8][CH:9]([NH2:10])[C:11](=[O:12])[OH:13])[cH:14][cH:15]1.[ClH:38].[Na+:32].[Na+:33].[O-:34][C:35](=[O:36])[O-:37].[OH2:39]>>[CH2:1]([CH3:2])[O:3][c:4]1[cH:5][cH:6][c:7]([CH2:8][CH:9]([N:10]2[C:22](=[O:31])[c:23]3[c:24]([cH:27][cH:28][cH:29][cH:30]3)[C:25]2=[O:26])[C:11](=[O:12])[OH:13])[cH:14][cH:15]1. Starting materials: CI, [Cl-], [H-], COC(=O)Cc1ccc(Oc2ccc([N+](=O)[O-])cn2)cc1, [NH4+], [Na+], CN(C)C=O. Product: COC(=O)C(C)c1ccc(Oc2ccc([N+](=O)[O-])cn2)cc1. RXN SMILES: [CH3:24][I:25].[Cl-:26].[H-:22].[N+:1](=[O:2])([O-:3])[c:4]1[cH:5][cH:6][c:7]([O:10][c:11]2[cH:12][cH:13][c:14]([CH2:17][C:18](=[O:19])[O:20][CH3:21])[cH:15][cH:16]2)[n:8][cH:9]1.[NH4+:27].[Na+:23].[O:28]=[CH:29][N:30]([CH3:31])[CH3:32]>>[N+:1](=[O:2])([O-:3])[c:4]1[cH:5][cH:6][c:7]([O:10][c:11]2[cH:12][cH:13][c:14]([CH:17]([C:18](=[O:19])[O:20][CH3:21])[CH3:24])[cH:15][cH:16]2)[n:8][cH:9]1.